This data is from the Open Reaction Database (ORD), a public repository of structured organic reaction records. The task is: describe an organic reaction: reactants, conditions, products, and yield The reactants are NC=1N(C2=C(N1)C=CC=C2)C2=CC=CC=C2 (2-amino-3-phenylbenzimidazole), BrCCBr (1,2-dibromoethane). The solvent is C1(=CC=CC=C1)C (toluene). The product is C1(=CC=CC=C1)N1C=2N(C3=C1C=CC=C3)CCN2 (2,9-Dihydro-9-phenyl-3H-imidazo[1,2-a]benzimidazole), Br (hydrobromide). Yield: 54.1%. RXN SMILES: [NH2:1][C:2]1[N:3]([C:11]2[CH:16]=[CH:15][CH:14]=[CH:13][CH:12]=2)[C:4]2[CH:10]=[CH:9][CH:8]=[CH:7][C:5]=2[N:6]=1.[Br:17][CH2:18][CH2:19]Br>C1(C)C=CC=CC=1>[C:11]1([N:3]2[C:4]3[CH:10]=[CH:9][CH:8]=[CH:7][C:5]=3[N:6]3[CH2:18][CH2:19][N:1]=[C:2]23)[CH:16]=[CH:15][CH:14]=[CH:13][CH:12]=1.[BrH:17]. Procedure details: A solution of 2-amino-3-phenylbenzimidazole (4.18 g., 0.02 mole) and 1,2-dibromoethane (7.52 g., 0.04 mole) in toluene (40 ml.) was heated under reflux for 24 hours. After removal of the solvent the residual oil was crystallised from ethanol/ether. The product (0.950 g.) was recrystallised from ethanol/ether to give the title compound as its hydrobromide (0.875 g., m.p. 225°-228° C). The reactants are Cc1ccccc1C1(O)c2ccccc2-c2sccc21, O=S(Cl)Cl, c1ccccc1. Yields the product Cc1ccccc1C1(Cl)c2ccccc2-c2sccc21. RXN SMILES: [OH:1][C:2]1([c:14]2[c:15]([CH3:20])[cH:16][cH:17][cH:18][cH:19]2)[c:3]2[cH:4][cH:5][cH:6][cH:7][c:8]2-[c:9]2[s:10][cH:11][cH:12][c:13]21.[S:21]([Cl:22])([Cl:23])=[O:24].[cH:25]1[cH:26][cH:27][cH:28][cH:29][cH:30]1>>[C:2]1([c:14]2[c:15]([CH3:20])[cH:16][cH:17][cH:18][cH:19]2)([Cl:23])[c:3]2[cH:4][cH:5][cH:6][cH:7][c:8]2-[c:9]2[s:10][cH:11][cH:12][c:13]21. The reactants are C1CCOC1, O=C=Nc1ccccc1C(F)(F)F, CCOC(=O)Cc1ccc(N)cc1. The product is CCOC(=O)Cc1ccc(NC(=O)Nc2ccccc2C(F)(F)F)cc1. As a reaction SMILES: [CH2:27]1[O:28][CH2:29][CH2:30][CH2:31]1.[F:14][C:15]([c:16]1[c:17]([N:22]=[C:23]=[O:24])[cH:18][cH:19][cH:20][cH:21]1)([F:25])[F:26].[NH2:1][c:2]1[cH:3][cH:4][c:5]([CH2:8][C:9](=[O:10])[O:11][CH2:12][CH3:13])[cH:6][cH:7]1>>[NH:1]([c:2]1[cH:3][cH:4][c:5]([CH2:8][C:9](=[O:10])[O:11][CH2:12][CH3:13])[cH:6][cH:7]1)[C:23]([NH:22][c:17]1[c:16]([C:15]([F:14])([F:25])[F:26])[cH:21][cH:20][cH:19][cH:18]1)=[O:24]. Reaction SMILES: [CH2:1]([CH3:2])[O:3][C:4](=[O:5])[c:6]1[n:7][c:8]([S:21][CH3:22])[nH:9][c:10](=[O:20])[c:11]1[O:12][CH2:13][c:14]1[cH:15][cH:16][cH:17][cH:18][cH:19]1.[CH3:27][N:28]([CH3:29])[CH:30]=[O:31].[H-:23].[I:25][CH3:26].[Na+:24]>>[CH2:1]([CH3:2])[O:3][C:4](=[O:5])[c:6]1[n:7][c:8]([S:21][CH3:22])[n:9][c:10]([O:20][CH3:26])[c:11]1[O:12][CH2:13][c:14]1[cH:15][cH:16][cH:17][cH:18][cH:19]1. Product: CCOC(=O)c1nc(SC)nc(OC)c1OCc1ccccc1. The reactants are CCOC(=O)c1nc(SC)[nH]c(=O)c1OCc1ccccc1, CN(C)C=O, [H-], CI, [Na+]. Reaction SMILES: [C:1]([c:2]1[cH:3][cH:4][cH:5][cH:6][cH:7]1)(=[O:8])[c:9]1[cH:10][c:11]2[c:12]([n:13][c:14]([CH2:16][S:17](=[O:18])[c:19]3[n:20][cH:21][cH:22][cH:23][cH:24]3)[nH:15]2)[cH:25][cH:26]1.[CH3:29][O:30][S:31]([O:32][CH3:33])(=[O:34])=[O:35].[CH3:36][CH2:37][OH:38].[Na+:28].[OH-:27].[OH2:39]>>[C:1]([c:2]1[cH:3][cH:4][cH:5][cH:6][cH:7]1)(=[O:8])[c:9]1[cH:10][c:11]2[c:12]([n:13][c:14]([CH2:16][S:17](=[O:18])[c:19]3[n:20][cH:21][cH:22][cH:23][cH:24]3)[n:15]2[CH3:29])[cH:25][cH:26]1. Starting materials: O=C(c1ccccc1)c1ccc2nc(CS(=O)c3ccccn3)[nH]c2c1, COS(=O)(=O)OC, CCO, [Na+], [OH-], O. Product: Cn1c(CS(=O)c2ccccn2)nc2ccc(C(=O)c3ccccc3)cc21. Reactants: C1(CCC1)COCCC1=CC=C(OCC2CO2)C=C1 (1-[4-(2-cyclobutylmethoxy-ethyl)phenoxy]-2,3-epoxypropane), NCCCOC1=C(C=C(C=C1)C=1CCC(NN1)=O)Cl (6-[4-(3-aminopropoxy)-3-chloro-phenyl]-4,5-dihydro-3(2H)-pyridazinone). Yields the product C1(CCC1)COCCC1=CC=C(OCC(CNCCCOC2=C(C=C(C=C2)C=2CCC(NN2)=O)Cl)O)C=C1 (6-[4-[3-[3-(4-(2-Cyclobutylmethoxy-ethyl)phenoxy)-2-hydroxypropylamino]propoxy]-3-chloro-phenyl]-4,5-dihydro-3(2H)-pyridazinone). RXN SMILES: [CH:1]1([CH2:5][O:6][CH2:7][CH2:8][C:9]2[CH:19]=[CH:18][C:12]([O:13][CH2:14][CH:15]3[O:17][CH2:16]3)=[CH:11][CH:10]=2)[CH2:4][CH2:3][CH2:2]1.[NH2:20][CH2:21][CH2:22][CH2:23][O:24][C:25]1[CH:30]=[CH:29][C:28]([C:31]2[CH2:32][CH2:33][C:34](=[O:37])[NH:35][N:36]=2)=[CH:27][C:26]=1[Cl:38]>>[CH:1]1([CH2:5][O:6][CH2:7][CH2:8][C:9]2[CH:19]=[CH:18][C:12]([O:13][CH2:14][CH:15]([OH:17])[CH2:16][NH:20][CH2:21][CH2:22][CH2:23][O:24][C:25]3[CH:30]=[CH:29][C:28]([C:31]4[CH2:32][CH2:33][C:34](=[O:37])[NH:35][N:36]=4)=[CH:27][C:26]=3[Cl:38])=[CH:11][CH:10]=2)[CH2:4][CH2:3][CH2:2]1. Procedure: Prepared analogously to Example 1 from 1-[4-(2-cyclobutylmethoxy-ethyl)phenoxy]-2,3-epoxypropane and 6-[4-(3-aminopropoxy)-3-chloro-phenyl]-4,5-dihydro-3(2H)-pyridazinone. Reactants: [Br-], C#C[Mg+], C1CCOC1, [Cl-], [NH4+], O=CCc1cc2ccccc2s1. Yields the product C#CC(O)Cc1cc2ccccc2s1. As a reaction SMILES: [Br-:13].[C:14](#[CH:15])[Mg+:16].[CH2:19]1[O:20][CH2:21][CH2:22][CH2:23]1.[Cl-:17].[NH4+:18].[s:1]1[c:2]2[c:3]([cH:4][c:5]1[CH2:6][CH:7]=[O:8])[cH:9][cH:10][cH:11][cH:12]2>>[s:1]1[c:2]2[c:3]([cH:4][c:5]1[CH2:6][CH:7]([OH:8])[C:14]#[CH:15])[cH:9][cH:10][cH:11][cH:12]2.